From a dataset of the Open Reaction Database (ORD), a public repository of structured organic reaction records. describe an organic reaction: reactants, conditions, products, and yield Reactants: OCN1C(CN(CC1=O)CCN1CC(N(C(C1)=O)CO)=O)=O (1,2-bis(4-hydroxymethyl-3,5-dioxopiperazin-1-yl)ethane), C(C1=CC=CC=C1)OC(=O)NC1=CC=C(C(=O)Cl)C=C1 (p-benzyloxycarbonylaminobenzoyl chloride). The solvent is N1=CC=CC=C1 (pyridine), N1=CC=CC=C1 (pyridine). Reaction conditions: temperature 0 celsius, time 16 hour. Yields the product benzyloxycarbonyl, NC1=CC=C(C(=O)OCN2C(CN(CC2=O)CCN2CC(N(C(C2)=O)COC(C2=CC=C(C=C2)N)=O)=O)=O)C=C1 (1,2-Bis[4-(p-aminobenzoyloxymethyl)-3,5-dioxopiperazin-1-yl]ethane). Yield: 114.7%. As a reaction SMILES: [OH:1][CH2:2][N:3]1[C:8](=[O:9])[CH2:7][N:6]([CH2:10][CH2:11][N:12]2[CH2:17][C:16](=[O:18])[N:15]([CH2:19][OH:20])[C:14](=[O:21])[CH2:13]2)[CH2:5][C:4]1=[O:22].C(OC([NH:33][C:34]1[CH:42]=[CH:41][C:37]([C:38](Cl)=[O:39])=[CH:36][CH:35]=1)=O)C1C=CC=CC=1>N1C=CC=CC=1>[NH2:33][C:34]1[CH:42]=[CH:41][C:37]([C:38]([O:20][CH2:19][N:15]2[C:14](=[O:21])[CH2:13][N:12]([CH2:11][CH2:10][N:6]3[CH2:7][C:8](=[O:9])[N:3]([CH2:2][O:1][C:38](=[O:39])[C:37]4[CH:36]=[CH:35][C:34]([NH2:33])=[CH:42][CH:41]=4)[C:4](=[O:22])[CH2:5]3)[CH2:17][C:16]2=[O:18])=[O:39])=[CH:36][CH:35]=1. Procedure details: To a mixture of 1,2-bis(4-hydroxymethyl-3,5-dioxopiperazin-1-yl)ethane (0.63 g, 2.0 m mol) and pyridine (10 ml), p-benzyloxycarbonylaminobenzoyl chloride (1.27 g, 4.4 m mol) dissolved in pyridine (12 ml) was added gradually at 0° C. and then the reaction mixture was stirred for 1 hour at 0° C. and successively for 16 hours at room temperature. The residue obtained by removing the solvent from the reaction mixture under reduced pressure was added to water (50 ml) and extracted with chloroform (15... Reactants: COC(COC=1C2=C(N=C(N1)SC)N(C(=C2)CC)CC2=C(C=CC=C2)C2=CC=CC=C2)=O ([[2-(methylthio)-6-ethyl-7-([1,1′-biphenyl]-2-ylmethyl)-7H-pyrrolo[2,3-d]pyrimidin-4-yl]oxy]acetic acid methyl ester), C(C(=O)Cl)(=O)Cl (oxalyl chloride), N1=CC=CC=C1 (pyridine). The solvent is C(Cl)(Cl)Cl (chloroform). Reaction conditions: time 2 day. The product is COC(COC=1C2=C(N=C(N1)SC)N(C(=C2C(C(=O)N)=O)CC)CC2=C(C=CC=C2)C2=CC=CC=C2)=O ([[2-(methylthio)-5-(aminooxoacetyl)-6-ethyl-7-([1,1′-biphenyl]-2-ylmethyl)-7H-pyrrolo[2,3-d]pyrimidin-4-yl]oxy]acetic acid methyl ester). Reaction SMILES: [CH3:1][O:2][C:3](=[O:32])[CH2:4][O:5][C:6]1[C:7]2[CH:16]=[C:15]([CH2:17][CH3:18])[N:14]([CH2:19][C:20]3[CH:25]=[CH:24][CH:23]=[CH:22][C:21]=3[C:26]3[CH:31]=[CH:30][CH:29]=[CH:28][CH:27]=3)[C:8]=2[N:9]=[C:10]([S:12][CH3:13])[N:11]=1.[C:33](Cl)(=[O:37])[C:34](Cl)=[O:35].[N:39]1C=CC=CC=1>C(Cl)(Cl)Cl>[CH3:1][O:2][C:3](=[O:32])[CH2:4][O:5][C:6]1[C:7]2[C:16]([C:33](=[O:37])[C:34]([NH2:39])=[O:35])=[C:15]([CH2:17][CH3:18])[N:14]([CH2:19][C:20]3[CH:25]=[CH:24][CH:23]=[CH:22][C:21]=3[C:26]3[CH:27]=[CH:28][CH:29]=[CH:30][CH:31]=3)[C:8]=2[N:9]=[C:10]([S:12][CH3:13])[N:11]=1. Reported procedure: To a solution of 187 mg (0.417 mmol) of [[2-(methylthio)-6-ethyl-7-([1,1′-biphenyl]-2-ylmethyl)-7H-pyrrolo[2,3-d]pyrimidin-4-yl]oxy]acetic acid methyl ester in 5 mL of chloroform was added 0.11 mL of oxalyl chloride followed by 0.05 mL of pyridine. The mixture was stirred for 2 days then quenched into 4.0 mL of dilute ammonium hydroxide. The product was extracted into 5.0 mL of methylene chloride. The organic phase was dried with sodium sulfate and concentrated to 500 mg of yellow oil. The resid... The reactants are Cl (hydrogen chloride), C1(=CC=C(C=C1)S(=O)(=O)O)C.C(C)(=O)NC1(CCNCC1)CC1=CC=CC=C1 (4-(acetylamino)-4-benzylpiperidine p-toluenesulfonate), C(C1=CC=CC=C1)(=O)N1CC(CCC1)(CCCOS(=O)(=O)C)C1=CC(=C(C=C1)Cl)Cl (1-Benzoyl-3-(3,4-dichlorophenyl)-3-[3-(methanesulfonyloxy)propyl]piperidine), C(=O)([O-])[O-].[K+].[K+] (K2CO3). Solvent: CN(C)C=O (DMF), O (water), C(Cl)Cl (DCM). Conditions: temperature 90 celsius. The product is O.O.Cl.C(C)(=O)NC1(CCN(CC1)CCCC1(CN(CCC1)C(C1=CC=CC=C1)=O)C1=CC(=C(C=C1)Cl)Cl)CC1=CC=CC=C1 (3-[3-[4-(Acetylamino)-4-benzylpiperid-1-yl]propyl]-1-benzoyl-3-(3,4-dichlorophenyl)piperidine hydrochloride dihydrate). The yield is 105.3%. As a reaction SMILES: C1(C)C=CC(S(O)(=O)=[O:8])=CC=1.[C:12]([NH:15][C:16]1([CH2:22][C:23]2[CH:28]=[CH:27][CH:26]=[CH:25][CH:24]=2)[CH2:21][CH2:20][NH:19][CH2:18][CH2:17]1)(=[O:14])[CH3:13].[C:29]([N:37]1[CH2:42][CH2:41][CH2:40][C:39]([C:51]2[CH:56]=[CH:55][C:54]([Cl:57])=[C:53]([Cl:58])[CH:52]=2)([CH2:43][CH2:44][CH2:45]OS(C)(=O)=O)[CH2:38]1)(=[O:36])[C:30]1[CH:35]=[CH:34][CH:33]=[CH:32][CH:31]=1.C([O-])([O-])=O.[K+].[K+].Cl>CN(C=O)C.C(Cl)Cl.O>[OH2:8].[OH2:14].[ClH:57].[C:12]([NH:15][C:16]1([CH2:22][C:23]2[CH:24]=[CH:25][CH:26]=[CH:27][CH:28]=2)[CH2:17][CH2:18][N:19]([CH2:45][CH2:44][CH2:43][C:39]2([C:51]3[CH:56]=[CH:55][C:54]([Cl:57])=[C:53]([Cl:58])[CH:52]=3)[CH2:40][CH2:41][CH2:42][N:37]([C:29](=[O:36])[C:30]3[CH:35]=[CH:34][CH:33]=[CH:32][CH:31]=3)[CH2:38]2)[CH2:20][CH2:21]1)(=[O:14])[CH3:13] |f:0.1,3.4.5,10.11.12.13|. Reported procedure: A mixture of 0.44 g of 4-(acetylamino)-4-benzylpiperidine p-toluenesulfonate, 0.50 g of the compound obtained in step B of EXAMPLE 1 and 0.53 g of K2CO3 in 5 ml of DMF is heated at 90° C. for 2 hours. The reaction mixture is poured into water and extracted with AcOEt, the organic phase is washed with 2 N NaOH and with saturated NaCl solution and dried over MgSO4 and the solvent is evaporated off under vacuum. The residue is chromatographed on silica H using a gradient of a DCM/MeOH mixture (99/1... Starting materials: CO[C@@H]1[C@@H]([C@H]([C@@H]([C@H](O1)CO)O)O)O (alpha-methylglucoside), ClC1=C(C(=C(C(=C1O)Cl)Cl)Cl)Cl (pentachlorophenol), [Al] (aluminum), C(C)OP(OCC)OCC (triethylphosphite), C1C(C)O1 (propylene oxide), C1C(C)O1 (propylene oxide). The reagents and catalysts are [Fe] (iron). Solvent: C(C)N(CC)CC (triethylamine). Run at temperature 122 celsius, time 2 hour. Yields the product CO[C@@H]1[C@@H]([C@H]([C@@H]([C@H](O1)CO)O)O)O.C(C)OP(OCC)OCC.ClC1=C(C(=C(C(=C1O)Cl)Cl)Cl)Cl.C1C(C)O1 (Alpha-Methylglucoside Triethylphosphite Pentachlorophenol Propylene Oxide). As a reaction SMILES: [CH3:1][O:2][C@H:3]1[O:8][C@H:7]([CH2:9][OH:10])[C@@H:6]([OH:11])[C@H:5]([OH:12])[C@H:4]1[OH:13].[Cl:14][C:15]1[C:20]([OH:21])=[C:19]([Cl:22])[C:18]([Cl:23])=[C:17]([Cl:24])[C:16]=1[Cl:25].[Al].[CH2:27]([O:29][P:30]([O:34][CH2:35][CH3:36])[O:31][CH2:32][CH3:33])[CH3:28].[CH2:37]1[O:40][CH:38]1[CH3:39]>[Fe].C(N(CC)CC)C>[CH3:1][O:2][C@H:3]1[O:8][C@H:7]([CH2:9][OH:10])[C@@H:6]([OH:11])[C@H:5]([OH:12])[C@H:4]1[OH:13].[CH2:27]([O:29][P:30]([O:34][CH2:35][CH3:36])[O:31][CH2:32][CH3:33])[CH3:28].[Cl:14][C:15]1[C:20]([OH:21])=[C:19]([Cl:22])[C:18]([Cl:23])=[C:17]([Cl:24])[C:16]=1[Cl:25].[CH2:37]1[O:40][CH:38]1[CH3:39] |f:7.8.9.10|. Procedure details: A 5-liter flask, standardly equipped, was charged with 776 grams of alpha-methylglucoside, 1264 grams of pentachlorophenol containing about 750 ppm of aluminum and iron compounds, 240 grams of triethylphosphite, and heated to 122°C. 1025 ml. of propylene oxide was added at 122°-138°C. over a 6-hour period. Then 48 grams of triethylamine was added, followed by 265 ml. more of propylene oxide to reduce the acid number to less than 1. The mixture was then stripped for 2 hours at 80°-85°C/2 mm. Hg t... The reactants are C1CCOC1, CCOC(=O)c1nc(C)c(-c2ccccc2)s1, CCO, NC1CN2CCC1CC2. Product: Cc1nc(C(=O)NC2CN3CCC2CC3)sc1-c1ccccc1. Reaction SMILES: [CH2:27]1[O:28][CH2:29][CH2:30][CH2:31]1.[CH3:10][c:11]1[n:12][c:13]([C:22](=[O:23])[O:24][CH2:25][CH3:26])[s:14][c:15]1-[c:16]1[cH:17][cH:18][cH:19][cH:20][cH:21]1.[CH3:32][CH2:33][OH:34].[NH2:1][CH:2]1[CH2:3][N:4]2[CH2:5][CH2:6][CH:7]1[CH2:8][CH2:9]2>>[NH:1]([CH:2]1[CH2:3][N:4]2[CH2:5][CH2:6][CH:7]1[CH2:8][CH2:9]2)[C:22]([c:13]1[n:12][c:11]([CH3:10])[c:15](-[c:16]2[cH:17][cH:18][cH:19][cH:20][cH:21]2)[s:14]1)=[O:23]. The reactants are ice, [OH-].[Na+] (NaOH), COC1=CC=C(CCl)C=C1 (4-methoxybenzyl chloride), Cl (HCl), C(C)OC(C1CCN(CC1)C(C1=CC=CC=C1)=O)=O (ethyl-N-benzoylisonipecotate), [Li+].CC(C)[N-]C(C)C (LDA), solution. The solvent is C(C)(C)O (isopropyl alcohol), C1CCOC1 (THF), C1CCOC1 (THF), C1CCOC1 (THF). Product: COC1=CC=C(CC2(CCN(CC2)C(C2=CC=CC=C2)=O)C(=O)O)C=C1 (4 - (4-methoxybenzyl)-N-benzoylisonipecotic acid). As a reaction SMILES: C([O:3][C:4](=[O:19])[CH:5]1[CH2:10][CH2:9][N:8]([C:11](=[O:18])[C:12]2[CH:17]=[CH:16][CH:15]=[CH:14][CH:13]=2)[CH2:7][CH2:6]1)C.[Li+].CC([N-]C(C)C)C.[CH3:28][O:29][C:30]1[CH:37]=[CH:36][C:33]([CH2:34]Cl)=[CH:32][CH:31]=1.[OH-].[Na+].Cl>C1COCC1.C(O)(C)C>[CH3:28][O:29][C:30]1[CH:37]=[CH:36][C:33]([CH2:34][C:5]2([C:4]([OH:3])=[O:19])[CH2:6][CH2:7][N:8]([C:11](=[O:18])[C:12]3[CH:13]=[CH:14][CH:15]=[CH:16][CH:17]=3)[CH2:9][CH2:10]2)=[CH:32][CH:31]=1 |f:1.2,4.5|. Reported procedure: A solution of ethyl-N-benzoylisonipecotate (52 g, 0.2 mole) in THF (1 L) at -78° C. is treated with a solution of LDA in THF (110 mL of a 1 M solution). The solution is stirred at -78° for 15 minutes at which time 4-methoxybenzyl chloride (37.5 g, 0.22 moles) is added and the reaction warmed to room temperature over 2 hours. The reaction is concentrated at reduced pressure to @ one quarter volume and then poured into saturated aqueous sodium bicarbonate (1 L) and extracted with ethyl acetate (3×... Reactants: BrC=1C=C(C=CC1F)C1=CN=C2N1C=CC(=N2)C(F)(F)F (3-(3-bromo-4-fluorophenyl)-7-trifluoromethylimidazo[1,2-α]pyrimidine), CC1(COB(OC1)C=1C=NC=C(C1)C)C (3-(5,5-dimethyl-[1,3,2]dioxaborinan-2-yl)-5-methylpyridine), C([O-])([O-])=O.[Cs+].[Cs+] (caesium carbonate). Reagents/catalysts: C=1C=CC(=CC1)[P](C=2C=CC=CC2)(C=3C=CC=CC3)[Pd]([P](C=4C=CC=CC4)(C=5C=CC=CC5)C=6C=CC=CC6)([P](C=7C=CC=CC7)(C=8C=CC=CC8)C=9C=CC=CC9)[P](C=1C=CC=CC1)(C=1C=CC=CC1)C=1C=CC=CC1 (tetrakis(triphenylphosphine)palladium(0)). The solvent is O1CCOCC1 (1,4-dioxane), O (water). Reaction conditions: temperature 70 celsius. Product: FC1=C(C=C(C=C1)C1=CN=C2N1C=CC(=N2)C(F)(F)F)C=2C=NC=C(C2)C (3-[4-fluoro-3-(5-methylpyridin-3-yl)phenyl]-7-trifluoromethylimidazo[1,2-α]pyrimidine). Isolated yield 35.0%. As a reaction SMILES: Br[C:2]1[CH:3]=[C:4]([C:9]2[N:13]3[CH:14]=[CH:15][C:16]([C:18]([F:21])([F:20])[F:19])=[N:17][C:12]3=[N:11][CH:10]=2)[CH:5]=[CH:6][C:7]=1[F:8].CC1(C)COB([C:29]2[CH:30]=[N:31][CH:32]=[C:33]([CH3:35])[CH:34]=2)OC1.C(=O)([O-])[O-].[Cs+].[Cs+]>O1CCOCC1.O.C1C=CC([P]([Pd]([P](C2C=CC=CC=2)(C2C=CC=CC=2)C2C=CC=CC=2)([P](C2C=CC=CC=2)(C2C=CC=CC=2)C2C=CC=CC=2)[P](C2C=CC=CC=2)(C2C=CC=CC=2)C2C=CC=CC=2)(C2C=CC=CC=2)C2C=CC=CC=2)=CC=1>[F:8][C:7]1[CH:6]=[CH:5][C:4]([C:9]2[N:13]3[CH:14]=[CH:15][C:16]([C:18]([F:21])([F:20])[F:19])=[N:17][C:12]3=[N:11][CH:10]=2)=[CH:3][C:2]=1[C:29]1[CH:30]=[N:31][CH:32]=[C:33]([CH3:35])[CH:34]=1 |f:2.3.4,^1:53,55,74,93|. Procedure details: To a mixture of 3-(3-bromo-4-fluorophenyl)-7-trifluoromethylimidazo[1,2-α]pyrimidine (150 mg, 0.42 mmol) and 3-(5,5-dimethyl-[1,3,2]dioxaborinan-2-yl)-5-methylpyridine in 1,4-dioxane (5 ml) was added a solution of caesium carbonate (340 mg, 1.04 mmol) in water (0.5 ml). The reaction was degassed with nitrogen and tetrakis(triphenylphosphine)palladium(0) (48 mg, 0.04 mmol) was added and the mixture heated at 70° C. for 1 h. The solvent was evaporated in vacuo and the residue was partitioned betwe... Reactants: C(C)C1(OCCCO1)C1=CC(=NC=C1)OC (4-(2-ethyl-1,3-dioxan-2-yl)-2-methoxypyridine), [Cl-].C[SiH](C)C (trimethylsilane chloride), O (water), FR96, [I-].[Na+] (sodium iodide). The solvent is C(C)#N (acetonitrile). Reaction conditions: time 16 hour. The product is O=C1NC=CC(=C1)C(CC)=O (1-(2-oxo-1,2-dihydro-4-pyridinyl)-1-propanone). As a reaction SMILES: [CH2:1]([C:3]1([C:9]2[CH:14]=[CH:13][N:12]=[C:11]([O:15]C)[CH:10]=2)OCCC[O:4]1)[CH3:2].[I-].[Na+].[Cl-].C[SiH](C)C.O>C(#N)C>[O:15]=[C:11]1[CH:10]=[C:9]([C:3](=[O:4])[CH2:1][CH3:2])[CH:14]=[CH:13][NH:12]1 |f:1.2,3.4|. Reported procedure: A mixture of 4-(2-ethyl-1,3-dioxan-2-yl)-2-methoxypyridine (prepared according to the method described in the Patent Application PCT/FR96/00980, 57 g, 255 mmol) and sodium iodide (88 g, 580 mmol) in acetonitrile (1 l) is treated with trimethylsilane chloride (74 ml, 586 mmol), taken to reflux for 3 hours, then agitated at ambient temperature for 16 hours. The reaction medium is then treated with water (100 ml) and concentrated to dryness after elimination of the insolubles by filtration. The res... Yields the product C=CC(Oc1ccccc1C=O)c1ccccc1. The reactants are CCO, O=Cc1ccccc1O, C=CC(Cl)c1ccccc1, [K+], O=[N+]([O-])c1cccc([N+](=O)[O-])c1, [OH-]. Reaction SMILES: [CH3:34][CH2:35][OH:36].[CH:11](=[O:12])[c:13]1[cH:14][cH:15][cH:16][cH:17][c:18]1[OH:19].[CH:1](=[CH2:2])[CH:3]([c:4]1[cH:5][cH:6][cH:7][cH:8][cH:9]1)[Cl:10].[K+:21].[N+:22]([c:23]1[cH:24][cH:25][cH:26][c:27]([N+:28]([O-:29])=[O:30])[cH:31]1)([O-:32])=[O:33].[OH-:20]>>[CH:1](=[CH2:2])[CH:3]([c:4]1[cH:5][cH:6][cH:7][cH:8][cH:9]1)[O:19][c:18]1[c:13]([CH:11]=[O:12])[cH:14][cH:15][cH:16][cH:17]1.